Dataset: the Open Reaction Database (ORD), a public repository of structured organic reaction records. Task: describe an organic reaction: reactants, conditions, products, and yield Starting materials: CCCCCCCCCCCCCCCCCCN(CCCCCCCCCCCCCCCCCC)CCCCCCCCCCCCCCCCCC, C1CCOC1, CI. Yields the product CCCCCCCCCCCCCCCCCC[N+](C)(CCCCCCCCCCCCCCCCCC)CCCCCCCCCCCCCCCCCC, [I-]. RXN SMILES: [CH2:1]([CH2:2][CH2:3][CH2:4][CH2:5][CH2:6][CH2:7][CH2:8][CH2:9][CH2:10][CH2:11][CH2:12][CH2:13][CH2:14][CH2:15][CH2:16][CH2:17][CH3:18])[N:19]([CH2:20][CH2:21][CH2:22][CH2:23][CH2:24][CH2:25][CH2:26][CH2:27][CH2:28][CH2:29][CH2:30][CH2:31][CH2:32][CH2:33][CH2:34][CH2:35][CH2:36][CH3:37])[CH2:38][CH2:39][CH2:40][CH2:41][CH2:42][CH2:43][CH2:44][CH2:45][CH2:46][CH2:47][CH2:48][CH2:49][CH2:50][CH2:51][CH2:52][CH2:53][CH2:54][CH3:55].[CH2:58]1[O:59][CH2:60][CH2:61][CH2:62]1.[CH3:56][I:57]>>[CH2:1]([CH2:2][CH2:3][CH2:4][CH2:5][CH2:6][CH2:7][CH2:8][CH2:9][CH2:10][CH2:11][CH2:12][CH2:13][CH2:14][CH2:15][CH2:16][CH2:17][CH3:18])[N+:19]([CH2:20][CH2:21][CH2:22][CH2:23][CH2:24][CH2:25][CH2:26][CH2:27][CH2:28][CH2:29][CH2:30][CH2:31][CH2:32][CH2:33][CH2:34][CH2:35][CH2:36][CH3:37])([CH2:38][CH2:39][CH2:40][CH2:41][CH2:42][CH2:43][CH2:44][CH2:45][CH2:46][CH2:47][CH2:48][CH2:49][CH2:50][CH2:51][CH2:52][CH2:53][CH2:54][CH3:55])[CH3:56].[I-:57]. Starting materials: O=C(O)c1ccc2cc(Br)ccc2c1, Nc1ccc2c(c1)OCCO2. Product: O=C(Nc1ccc2c(c1)OCCO2)c1ccc2cc(Br)ccc2c1. RXN SMILES: [Br:1][c:2]1[cH:3][c:4]2[cH:5][cH:6][c:7]([C:12](=[O:13])[OH:14])[cH:8][c:9]2[cH:10][cH:11]1.[O:15]1[CH2:16][CH2:17][O:18][c:19]2[c:20]1[cH:21][cH:22][c:23]([NH2:25])[cH:24]2>>[Br:1][c:2]1[cH:3][c:4]2[cH:5][cH:6][c:7]([C:12](=[O:14])[NH:25][c:23]3[cH:22][cH:21][c:20]4[c:19]([cH:24]3)[O:18][CH2:17][CH2:16][O:15]4)[cH:8][c:9]2[cH:10][cH:11]1. Procedure: A solution of 11e (2.50 g, 14.03 mmol) in 50 mL dry THF was treated with 10% Pd-C (125.0 mg, 5 wt %) at room temperature under a hydrogen atmosphere (balloon) (30 min). The reaction mixture was then filtered through a Celite plug, washed with EtOAc (150 mL), and concentrated in vacuo. SGC chromatotron (SiO2, 4 mm, 20-50% EtOAc/hexanes) afforded 12e (2.48 g, 2.53 g theoretical, 98%). For 12e: 1H NMR (CDCl3, 250 MHz) d 8.42 (d, 1H, J=1.5 Hz, Pyr C3-H), 8.38 (dd, 1H, J=1.5, 2.5 Hz, Pyr C5-H), 8.31 ... The reagents and catalysts are [Pd] (Pd-C). Isolated yield 98.0%. Yields the product EtOAc hexanes, N1=C(C=NC=C1)C(CC(=O)OC)C (Methyl 3-(2-Pyrazinyl)butyroate). RXN SMILES: [N:1]1[CH:6]=[CH:5][N:4]=[CH:3][C:2]=1[C:7]([CH3:12])=[CH:8][C:9]([O-:11])=[O:10].[CH2:13]1COCC1>[Pd]>[N:1]1[CH:6]=[CH:5][N:4]=[CH:3][C:2]=1[CH:7]([CH3:12])[CH2:8][C:9]([O:11][CH3:13])=[O:10]. Starting materials: N1=C(C=NC=C1)C(=CC(=O)[O-])C (3-(2-Pyrazinyl)but-2-enoate), C1CCOC1 (THF).